This data is from the Open Reaction Database (ORD), a public repository of structured organic reaction records. The task is: describe an organic reaction: reactants, conditions, products, and yield Reaction SMILES: [F:1][C:2]1[CH:3]=[CH:4][C:5]([O:20][CH2:21][CH2:22][CH3:23])=[C:6]([NH:8][CH:9]=[C:10]2[C:15](=[O:16])OC(C)(C)OC2=O)[CH:7]=1.C1(OC2C=CC=CC=2)C=CC=CC=1.C(OCC)(=O)C>CCCCCC>[F:1][C:2]1[CH:3]=[CH:4][C:5]([O:20][CH2:21][CH2:22][CH3:23])=[C:6]2[C:7]=1[C:15](=[O:16])[CH:10]=[CH:9][NH:8]2. The solvent is CCCCCC (n-hexane). Procedure details: 5-[(5-Fluoro-2-propoxyphenylamino)methylene]-2,2-dimethyl-[1,3]dioxane-4,6-dione (7.6 g, 23.5 mmol) was added to diphenyl ether (15 ml), and the mixture was heated using a mantle heater, and then kept under reflux for 2 hours. After the reaction mixture was cooled to room temperature, ethyl acetate (5 ml) and n-hexane (10 ml) were added. The resulting mixture was stirred and the resultant insoluble matter was collected by filtration. The filtrate was recrystallized from an ethyl acetate-n-hexane... Yields the product FC1=C2C(C=CNC2=C(C=C1)OCCC)=O (5-fluoro-8-propoxy-1H-quinolin-4-one). Starting materials: FC=1C=CC(=C(C1)NC=C1C(OC(OC1=O)(C)C)=O)OCCC (5-[(5-Fluoro-2-propoxyphenylamino)methylene]-2,2-dimethyl-[1,3]dioxane-4,6-dione), C1(=CC=CC=C1)OC1=CC=CC=C1 (diphenyl ether), C(C)(=O)OCC (ethyl acetate). The yield is 60.6%. Starting materials: COC(=O)c1c(C)c(-c2cc(C(F)(F)F)cc(C(F)(F)F)c2)n(CC2CCCCC2)c1C, Cc1ccccc1, C[Al](C)C, NC1CCCCC1. The product is Cc1c(C(=O)NC2CCCCC2)c(C)n(CC2CCCCC2)c1-c1cc(C(F)(F)F)cc(C(F)(F)F)c1. Reaction SMILES: [CH3:12][O:13][C:14](=[O:15])[c:16]1[c:17]([CH3:43])[n:18]([CH2:36][CH:37]2[CH2:38][CH2:39][CH2:40][CH2:41][CH2:42]2)[c:19](-[c:22]2[cH:23][c:24]([C:32]([F:33])([F:34])[F:35])[cH:25][c:26]([C:28]([F:29])([F:30])[F:31])[cH:27]2)[c:20]1[CH3:21].[CH3:44][c:45]1[cH:46][cH:47][cH:48][cH:49][cH:50]1.[CH3:8][Al:9]([CH3:10])[CH3:11].[NH2:1][CH:2]1[CH2:3][CH2:4][CH2:5][CH2:6][CH2:7]1>>[NH:1]([CH:2]1[CH2:3][CH2:4][CH2:5][CH2:6][CH2:7]1)[C:14](=[O:13])[c:16]1[c:17]([CH3:43])[n:18]([CH2:36][CH:37]2[CH2:38][CH2:39][CH2:40][CH2:41][CH2:42]2)[c:19](-[c:22]2[cH:23][c:24]([C:32]([F:33])([F:34])[F:35])[cH:25][c:26]([C:28]([F:29])([F:30])[F:31])[cH:27]2)[c:20]1[CH3:21].